This data is from the Open Reaction Database (ORD), a public repository of structured organic reaction records. The task is: describe an organic reaction: reactants, conditions, products, and yield Reactants: FC1=C(C(=C(C(=C1OC(=O)C=1C=C2C(C(NC2=CC1)=O)=NNC1=CC=C(C=C1)S(N)(=O)=O)F)F)F)F (2-oxo-3[(4-sulfamoyl-phenyl)-hydrazono]-2,3-dihydro-1H-indole-5-carboxylic acid pentafluorophenyl ester), COCCN (2-methoxyethylamine). Product: COCCNC(=O)C=1C=C2C(C(NC2=CC1)=O)=NNC1=CC=C(C=C1)S(N)(=O)=O (2-Oxo-3-[(4-sulfamoyl-phenyl)-hydrazono]-2,3-dihydro-1H-indole-5-carboxylic acid (2-methoxyethyl)-amide). Reaction SMILES: FC1C(O[C:9]([C:11]2[CH:12]=[C:13]3[C:17](=[CH:18][CH:19]=2)[NH:16][C:15](=[O:20])[C:14]3=[N:21][NH:22][C:23]2[CH:28]=[CH:27][C:26]([S:29](=[O:32])(=[O:31])[NH2:30])=[CH:25][CH:24]=2)=[O:10])=C(F)C(F)=C(F)C=1F.[CH3:37][O:38][CH2:39][CH2:40][NH2:41]>>[CH3:37][O:38][CH2:39][CH2:40][NH:41][C:9]([C:11]1[CH:12]=[C:13]2[C:17](=[CH:18][CH:19]=1)[NH:16][C:15](=[O:20])[C:14]2=[N:21][NH:22][C:23]1[CH:28]=[CH:27][C:26]([S:29](=[O:31])(=[O:32])[NH2:30])=[CH:25][CH:24]=1)=[O:10]. Procedure: The title compound was prepared from 2-oxo-3[(4-sulfamoyl-phenyl)-hydrazono]-2,3-dihydro-1H-indole-5-carboxylic acid pentafluorophenyl ester and 2-methoxyethylamine according to Procedure K: mp>230° C.; Anal. Calcd for C18H19N5O5S: C, 51.79; H, 4.59; N, 16.78. Found: C, 51.69; H, 4.54; N, 16.72. Starting materials: CC(C)(C)OC(=O)Nc1cscc1C(=O)Nc1ccccc1, ClCCl, O=C(O)C(F)(F)F. The product is Nc1cscc1C(=O)Nc1ccccc1. As a reaction SMILES: [C:1]([O:2][C:3](=[O:4])[NH:8][c:9]1[c:10]([C:14](=[O:15])[NH:16][c:17]2[cH:18][cH:19][cH:20][cH:21][cH:22]2)[cH:11][s:12][cH:13]1)([CH3:5])([CH3:6])[CH3:7].[Cl:30][CH2:31][Cl:32].[F:23][C:24]([F:25])([F:26])[C:27]([OH:28])=[O:29]>>[NH2:8][c:9]1[c:10]([C:14](=[O:15])[NH:16][c:17]2[cH:18][cH:19][cH:20][cH:21][cH:22]2)[cH:11][s:12][cH:13]1. The reactants are CO, Cc1ccc(-c2nc(C)cc(Cl)n2)cc1, [Na], O. The product is COc1cc(C)nc(-c2ccc(C)cc2)n1. As a reaction SMILES: [CH3:18][OH:19].[Cl:2][c:3]1[n:4][c:5](-[c:10]2[cH:11][cH:12][c:13]([CH3:16])[cH:14][cH:15]2)[n:6][c:7]([CH3:9])[cH:8]1.[Na:1].[OH2:17]>>[c:3]1([O:17][CH3:18])[n:4][c:5](-[c:10]2[cH:11][cH:12][c:13]([CH3:16])[cH:14][cH:15]2)[n:6][c:7]([CH3:9])[cH:8]1. Starting materials: CC(C)(C)[Si](C)(C)OCCI, O=C([O-])[O-], CSc1cc(N)nc(N)c1, CC#N, [Cs+], [Cs+]. Product: CSc1cc(N)nc(NCCO[Si](C)(C)C(C)(C)C)c1. RXN SMILES: [C:11]([CH3:12])([CH3:13])([CH3:14])[Si:15]([CH3:16])([CH3:17])[O:18][CH2:19][CH2:20][I:21].[C:22](=[O:23])([O-:24])[O-:25].[CH3:1][S:2][c:3]1[cH:4][c:5]([NH2:10])[n:6][c:7]([NH2:9])[cH:8]1.[CH3:28][C:29]#[N:30].[Cs+:26].[Cs+:27]>>[CH3:1][S:2][c:3]1[cH:4][c:5]([NH:10][CH2:20][CH2:19][O:18][Si:15]([C:11]([CH3:12])([CH3:13])[CH3:14])([CH3:16])[CH3:17])[n:6][c:7]([NH2:9])[cH:8]1. Reactants: CO (methanol), ClC=1C=C(C(=O)N(CCC2=NN=NN2C)C(C)C)C=C(C1)OC (3-chloro-N-isopropyl-5-methoxy-N-[2-(1-methyl-1H-tetrazol-5-yl)-ethyl]-benzamide), B(Br)(Br)Br (boron tribromide). Solvent: ClCCl (dichloromethane), ClCCl (dichloromethane). Reaction conditions: time 15 minute. The product is ClC=1C=C(C(=O)N(CCC2=NN=NN2C)C(C)C)C=C(C1)O (3-Chloro-5-hydroxy-N-isopropyl-N-[2-(1-methyl-1H-tetrazol-5-yl)-ethyl]-benzamide). The yield is 65.3%. Reaction SMILES: [Cl:1][C:2]1[CH:3]=[C:4]([CH:19]=[C:20]([O:22]C)[CH:21]=1)[C:5]([N:7]([CH:16]([CH3:18])[CH3:17])[CH2:8][CH2:9][C:10]1[N:14]([CH3:15])[N:13]=[N:12][N:11]=1)=[O:6].B(Br)(Br)Br.CO>ClCCl>[Cl:1][C:2]1[CH:3]=[C:4]([CH:19]=[C:20]([OH:22])[CH:21]=1)[C:5]([N:7]([CH:16]([CH3:17])[CH3:18])[CH2:8][CH2:9][C:10]1[N:14]([CH3:15])[N:13]=[N:12][N:11]=1)=[O:6]. Reported procedure: To a stirred solution of 3-chloro-N-isopropyl-5-methoxy-N-[2-(1-methyl-1H-tetrazol-5-yl)-ethyl]-benzamide (0.115 g) in anhydrous dichloromethane (5.0 ml) at −78° C. was added 1M boron tribromide solution in dichloromethane (1.36 ml). The reaction mixture was stirred at this temperature for 15 min. The reaction was allowed to warm to room temperature. After 24 h, the reaction was cooled to −78° C. and methanol (1 ml) added. The reaction was allowed to rewarm to room temperature and absorbed on to... Starting materials: COCn1c(-c2nc3c(OC)ccc(N4CCOCC4)c3s2)nc2ccc(N(C)CC3CCOCC3)nc21, Cl. Product: COc1ccc(N2CCOCC2)c2sc(-c3nc4ccc(N(C)CC5CCOCC5)nc4[nH]3)nc12. RXN SMILES: [CH3:1][O:2][CH2:3][n:4]1[c:5](-[c:22]2[s:23][c:24]3[c:25]([n:26]2)[c:27]([O:37][CH3:38])[cH:28][cH:29][c:30]3[N:31]2[CH2:32][CH2:33][O:34][CH2:35][CH2:36]2)[n:6][c:7]2[c:8]1[n:9][c:10]([N:13]([CH2:14][CH:15]1[CH2:16][CH2:17][O:18][CH2:19][CH2:20]1)[CH3:21])[cH:11][cH:12]2.[ClH:39]>>[nH:4]1[c:5](-[c:22]2[s:23][c:24]3[c:25]([n:26]2)[c:27]([O:37][CH3:38])[cH:28][cH:29][c:30]3[N:31]2[CH2:32][CH2:33][O:34][CH2:35][CH2:36]2)[n:6][c:7]2[c:8]1[n:9][c:10]([N:13]([CH2:14][CH:15]1[CH2:16][CH2:17][O:18][CH2:19][CH2:20]1)[CH3:21])[cH:11][cH:12]2. The reactants are ClC1=NC=C(C(=N1)Cl)F (2,4-dichloro-5-fluoropyrimidine), ClC=1C=C(N)C=CC1OC (3-chloro-4-methoxyaniline). Yields the product ClC=1C=C(C=CC1OC)NC1=NC=C(C(=N1)NC1=CC(=C(C=C1)OC)Cl)F (N2,N4-Bis(3-chloro-4-methoxyphenyl)-5-fluoro-2,4-pyrimidinediamine). RXN SMILES: Cl[C:2]1[N:7]=[C:6](Cl)[C:5]([F:9])=[CH:4][N:3]=1.[Cl:10][C:11]1[CH:12]=[C:13]([CH:15]=[CH:16][C:17]=1[O:18][CH3:19])[NH2:14]>>[Cl:10][C:11]1[CH:12]=[C:13]([NH:14][C:2]2[N:7]=[C:6]([NH:14][C:13]3[CH:15]=[CH:16][C:17]([O:18][CH3:19])=[C:11]([Cl:10])[CH:12]=3)[C:5]([F:9])=[CH:4][N:3]=2)[CH:15]=[CH:16][C:17]=1[O:18][CH3:19]. Procedure details: In a like manner to the preparation of N2,N4-bis(3-hydroxyphenyl)-5-fluoro-2,4-pyrimidinediamine, 2,4-dichloro-5-fluoropyrimidine and 3-chloro-4-methoxyaniline were reacted to provide N2,N4-Bis(3-chloro-4-methoxyphenyl)-5-fluoro-2,4-pyrimidinediamine. Starting materials: CC=1NC2=C(C=NC=C2)N1 (2-Methylimidazo[4,5-c]pyridine), C1(OCCO1)=O (ethylene carbonate). Reaction conditions: temperature 150 celsius. The product is OCCN1C(=NC2=C1C=NC=C2)C (3-(2-Hydroxyethyl)-2-methylimidazo[4,5-c]pyridine). Yield: 8.6%. As a reaction SMILES: [CH3:1][C:2]1[NH:3][C:4]2[CH:9]=[CH:8][N:7]=[CH:6][C:5]=2[N:10]=1.C1(=O)O[CH2:14][CH2:13][O:12]1>>[OH:12][CH2:13][CH2:14][N:10]1[C:5]2[CH:6]=[N:7][CH:8]=[CH:9][C:4]=2[N:3]=[C:2]1[CH3:1]. Procedure details: 2-Methylimidazo[4,5-c]pyridine (10.6 g) was mixed with ethylene carbonate (8.3 g) and heated as a melt at 150° C. for 1/2 hour. The crude black product was chromatographed on silica eluting with 40% methanol in ethyl acetate. The fraction with Rf 0.33 in methanol, ethyl acetate, (2:3) was evaporated and was identified as a mixture of the title compound and of the isomeric 1-(2-hydroxyethyl)-2-methylimidazo[4,5-c]pyridine. The mixture was chromatographed on silica eluting with 20% methanol in ace... Product: N1=CN=C(C=C1)C1=CC(=C(N1)C1=C(C=CC(=C1)Cl)C)C(=O)N (5-(Pyrimidin-4-yl)-2-(5-chloro-2-methyl-phenyl)-1H-pyrrole-3-carboxamide). Reaction SMILES: [N:1]1[CH:6]=[CH:5][C:4]([C:7]2[NH:11][C:10]([C:12]3[CH:17]=[C:16]([Cl:18])[CH:15]=[CH:14][C:13]=3[CH3:19])=[C:9]([C:20]#[N:21])[CH:8]=2)=[N:3][CH:2]=1.O.S(=O)(=O)(O)[OH:24].N>C(O)(C(F)(F)F)=O>[N:1]1[CH:6]=[CH:5][C:4]([C:7]2[NH:11][C:10]([C:12]3[CH:17]=[C:16]([Cl:18])[CH:15]=[CH:14][C:13]=3[CH3:19])=[C:9]([C:20]([NH2:21])=[O:24])[CH:8]=2)=[N:3][CH:2]=1. Isolated yield 83.0%. The solvent is C(=O)(C(F)(F)F)O (TFA). Procedure details: To a solution of 5-(pyrimidin-4-yl)-2-(5-chloro-2-methyl-phenyl)-1H-pyrrole-3-carbonitrile (85 mg, 0.28 mmol) in TFA (1.0 mL) were sequentially added water (0.15 mL) and 98% sulfuric acid (0.30 mL) under efficient stirring. The mixture was allowed to stir for 5 h at 70° C. and then was diluted by drop wise addition of water (1 mL). The reaction mixture was made basic (pH 10-12) by adding 30% aqueous ammonia (3 mL) under stirring. The precipitated solid was collected by filtration, washed with wa... Reaction conditions: temperature 70 celsius, time 5 hour. The reactants are N1=CN=C(C=C1)C1=CC(=C(N1)C1=C(C=CC(=C1)Cl)C)C#N (5-(pyrimidin-4-yl)-2-(5-chloro-2-methyl-phenyl)-1H-pyrrole-3-carbonitrile), O (water), N (ammonia), O (water), S(O)(O)(=O)=O (sulfuric acid).